This data is from the Open Reaction Database (ORD), a public repository of structured organic reaction records. The task is: describe an organic reaction: reactants, conditions, products, and yield The reactants are [Si](C)(C)(C(C)(C)C)OC(CCCCCCC1=CC=CC=C1)C=1OC(=CN1)[Sn](CCCC)(CCCC)CCCC (2-(1-(tert-butyldimethylsilyloxy)-7-phenylheptyl)-5-(tributylstannyl)oxazole), BrC1=NC=C(C=C1)C (2-bromo-5-methylpyridine). Product: EtOAc hexanes, [Si](C)(C)(C(C)(C)C)OC(CCCCCCC1=CC=CC=C1)C=1OC(=CN1)C1=NC=C(C=C1)C (2-(1-(tert-Butyldimethylsilyloxy)-7-phenylheptyl)-5-(5-methylpyridin-2-yl)oxazole). Yield: 61.0%. Reaction SMILES: [Si:1]([O:8][CH:9]([C:22]1[O:23][C:24]([Sn](CCCC)(CCCC)CCCC)=[CH:25][N:26]=1)[CH2:10][CH2:11][CH2:12][CH2:13][CH2:14][CH2:15][C:16]1[CH:21]=[CH:20][CH:19]=[CH:18][CH:17]=1)([C:4]([CH3:7])([CH3:6])[CH3:5])([CH3:3])[CH3:2].Br[C:41]1[CH:46]=[CH:45][C:44]([CH3:47])=[CH:43][N:42]=1>>[Si:1]([O:8][CH:9]([C:22]1[O:23][C:24]([C:41]2[CH:46]=[CH:45][C:44]([CH3:47])=[CH:43][N:42]=2)=[CH:25][N:26]=1)[CH2:10][CH2:11][CH2:12][CH2:13][CH2:14][CH2:15][C:16]1[CH:21]=[CH:20][CH:19]=[CH:18][CH:17]=1)([C:4]([CH3:7])([CH3:5])[CH3:6])([CH3:2])[CH3:3]. Reported procedure: The title compound was prepared from 2-(1-(tert-butyldimethylsilyloxy)-7-phenylheptyl)-5-(tributylstannyl)oxazole (100 mg, 0.106 mmol) and 2-bromo-5-methylpyridine following General Procedure A. Flash chromatography (10% EtOAc/hexanes) yielded the title compound as a thick oil (42 mg, 61%): 1H NMR (CDCl3, 400 MHz) δ 7.64 (s, 1H), 7.64 (t, 1H, J=7.6 Hz), 7.47 (d, 1H, J=7.6 Hz), 7.30-7.26 (m, 2H), 7.19-7.16 (m, 3H), 7.08 (d, 1H, J=7.6 Hz), 4.85 (dd, 1H, J=7.3, 5.8 Hz), 2.60 (t, 2H, J=7.6 Hz), 2.59... The reactants are EXAMPLE 260, O=C(CCC(=O)O)C1=CC=CC=C1 (4-oxo-4-phenylbutanoic acid), 2-(3H-(1,2,3)triazolo(4,5-b)pyridin-3-yl)-1,1,3,3-tetramethylisouroniumhexafluorophosphate, CCN(C(C)C)C(C)C (Hunig's base), CN(C=O)C (N,N-dimethylformamide). The solvent is CO (methanol). Conditions: time 10 minute. Product: O=C(CCC(=O)NC1=CC(=CC=C1)CCC1=NNC(C=2CCCCC12)=O)C1=CC=CC=C1 (4-oxo-N-(3-(2-(4-oxo-3,4,5,6,7,8-hexahydrophthalazin-1-yl)ethyl)phenyl)-4-phenylbutanamide). RXN SMILES: [O:1]=[C:2]([C:8]1[CH:13]=[CH:12][CH:11]=[CH:10][CH:9]=1)[CH2:3][CH2:4][C:5]([OH:7])=O.CC[N:16]([CH:20]([CH3:22])[CH3:21])C(C)C.C[N:24](C)[CH:25]=[O:26]>CO>[O:1]=[C:2]([C:8]1[CH:13]=[CH:12][CH:11]=[CH:10][CH:9]=1)[CH2:3][CH2:4][C:5]([NH:16][C:20]1[CH:22]=[CH:8][CH:2]=[C:3]([CH2:4][CH2:22][C:20]2[C:21]3[CH2:13][CH2:12][CH2:11][CH2:10][C:9]=3[C:25](=[O:26])[NH:24][N:16]=2)[CH:21]=1)=[O:7]. Procedure: A mixture of 4-oxo-4-phenylbutanoic acid (50 mg, 0.28 mmol), 2-(3H-(1,2,3)triazolo(4,5-b)pyridin-3-yl)-1,1,3,3-tetramethylisouroniumhexafluorophosphate (V) (106 mg, 0.28 mmol) and Hunig's base (120 mg, 0.9 mmol) in anhydrous N,N-dimethylformamide (0.5 ml) was stirred at room temperature for 10 minutes, and EXAMPLE 260 (50 mg, 0.18 mmol) was added in one portion. The reaction mixture was stirred at room temperature for another 1 hour, and was diluted with 5 mL of methanol. The solid material was ... The reactants are C(C)(C)(C)OC(N(CCCCCC#N)OCC1=CC=CC=C1)=O (Tert-butyl-(benzyloxy)-(5-cyanopentyl)-carbamate), 1a, BrCCCCCC#N (6-bromohexanenitrile). Run in Cl (HCl), CCO (EtOH). Run at time 45 minute. The product is C(C1=CC=CC=C1)ON1C(CCCCC1)=N (1-(Benzyloxy)azepan-2-imine). As a reaction SMILES: C(OC(=O)[N:7]([O:15][CH2:16][C:17]1[CH:22]=[CH:21][CH:20]=[CH:19][CH:18]=1)[CH2:8][CH2:9][CH2:10][CH2:11][CH2:12][C:13]#[N:14])(C)(C)C.BrCCCCCC#N>Cl.CCO>[CH2:16]([O:15][N:7]1[CH2:8][CH2:9][CH2:10][CH2:11][CH2:12][C:13]1=[NH:14])[C:17]1[CH:22]=[CH:21][CH:20]=[CH:19][CH:18]=1. Procedure details: Tert-butyl-(benzyloxy)-(5-cyanopentyl)-carbamate (synthesized following the procedure described in EXAMPLE 1-Step 1a starting from 6-bromohexanenitrile) was dissolved in a saturated solution of HCl in EtOH and the mixture was stirred for 45 minutes. Nitrogen was bubbled into the solution to remove HCl in excess. The solvent was removed under reduced pressure and the residue, dissolved in 1,4-dioxane, was treated with triethylamine to adjust pH at 10. Ethanol was removed and the title compound co...